This data is from the Open Reaction Database (ORD), a public repository of structured organic reaction records. The task is: describe an organic reaction: reactants, conditions, products, and yield The reactants are ClC1=CC=C(C=C1)C(C=1C=C2C(=CC(NC2=CC1)=O)NC1CCNCC1)C1=CC=C(C=C1)Cl (6-(bis(4-chlorophenyl)methyl)-4-(piperidin-4-ylamino)quinolin-2(1H)-one), C([O-])([O-])=O.[Cs+].[Cs+] (cesium carbonate), ClCC(=O)OC(C)(C)C (chloroacetic acid, 1,1-dimethylethyl ester). Run in CC(=O)C (acetone), ClCCl (dichloromethane). Conditions: temperature 40 celsius, time 16 hour. Product: ClC1=CC=C(C=C1)C(C=1C=C2C(=CC(NC2=CC1)=O)NC1CCN(CC1)CC(=O)OC(C)(C)C)C1=CC=C(C=C1)Cl (tert-butyl 2-(4-((6-(bis(4-chlorophenyl)methyl)-2-oxo-1,2-dihydroquinolin-4-yl)amino)piperidin-1-yl)acetate). Reaction SMILES: [Cl:1][C:2]1[CH:7]=[CH:6][C:5]([CH:8]([C:27]2[CH:32]=[CH:31][C:30]([Cl:33])=[CH:29][CH:28]=2)[C:9]2[CH:10]=[C:11]3[C:16](=[CH:17][CH:18]=2)[NH:15][C:14](=[O:19])[CH:13]=[C:12]3[NH:20][CH:21]2[CH2:26][CH2:25][NH:24][CH2:23][CH2:22]2)=[CH:4][CH:3]=1.C(=O)([O-])[O-].[Cs+].[Cs+].Cl[CH2:41][C:42]([O:44][C:45]([CH3:48])([CH3:47])[CH3:46])=[O:43]>CC(C)=O.ClCCl>[Cl:33][C:30]1[CH:29]=[CH:28][C:27]([CH:8]([C:5]2[CH:6]=[CH:7][C:2]([Cl:1])=[CH:3][CH:4]=2)[C:9]2[CH:10]=[C:11]3[C:16](=[CH:17][CH:18]=2)[NH:15][C:14](=[O:19])[CH:13]=[C:12]3[NH:20][CH:21]2[CH2:22][CH2:23][N:24]([CH2:41][C:42]([O:44][C:45]([CH3:48])([CH3:47])[CH3:46])=[O:43])[CH2:25][CH2:26]2)=[CH:32][CH:31]=1 |f:1.2.3|. Reported procedure: To a mixture of 6-(bis(4-chlorophenyl)methyl)-4-(piperidin-4-ylamino)quinolin-2(1H)-one (0.1 g 0.209 mmol) and cesium carbonate (80 mg; 0.245 mmol) in acetone (2 mL) was added a solution of chloroacetic acid, 1,1-dimethylethyl ester (0.04 mL; 0.279 mmol) in dichloromethane (0.1 mL) by syringe. The reaction mixture was stirred at 40° C. in a sand bath for 16 h, cooled to room temperature and concentrated. The reaction was diluted with DCM and water. The organics were concentrated and purified by ... Starting materials: Cc1cc2cc(Nc3ncnc4ccc(NC(=O)CCNC(=O)OC(C)(C)C)cc34)ccc2[nH]1, O=C([O-])O, ClCCl, [Na+], O=C(O)C(F)(F)F. Product: Cc1cc2cc(Nc3ncnc4ccc(NC(=O)CCN)cc34)ccc2[nH]1. As a reaction SMILES: [C:1]([O:2][C:3](=[O:4])[NH:7][CH2:8][CH2:9][C:10]([NH:11][c:12]1[cH:13][c:14]2[c:15]([NH:22][c:23]3[cH:24][c:25]4[cH:26][c:27]([CH3:32])[nH:28][c:29]4[cH:30][cH:31]3)[n:16][cH:17][n:18][c:19]2[cH:20][cH:21]1)=[O:33])([CH3:5])([CH3:6])[CH3:34].[C:45](=[O:46])([OH:47])[O-:48].[CH2:42]([Cl:43])[Cl:44].[Na+:49].[OH:35][C:36]([C:37]([F:38])([F:39])[F:40])=[O:41]>>[NH2:7][CH2:8][CH2:9][C:10]([NH:11][c:12]1[cH:13][c:14]2[c:15]([NH:22][c:23]3[cH:24][c:25]4[cH:26][c:27]([CH3:32])[nH:28][c:29]4[cH:30][cH:31]3)[n:16][cH:17][n:18][c:19]2[cH:20][cH:21]1)=[O:33]. Starting materials: O=C([O-])[O-], CI, CN(C)C=O, CCOC(C)=O, O=C(O)c1ccc(Cl)c([N+](=O)[O-])c1, [K+], [K+]. The product is COC(=O)c1ccc(Cl)c([N+](=O)[O-])c1. As a reaction SMILES: [C:14](=[O:15])([O-:16])[O-:17].[CH3:20][I:21].[CH3:22][N:23]([CH3:24])[CH:25]=[O:26].[CH3:27][CH2:28][O:29][C:30](=[O:31])[CH3:32].[Cl:1][c:2]1[c:3]([N+:11](=[O:12])[O-:13])[cH:4][c:5]([C:6](=[O:7])[OH:8])[cH:9][cH:10]1.[K+:18].[K+:19]>>[Cl:1][c:2]1[c:3]([N+:11](=[O:12])[O-:13])[cH:4][c:5]([C:6](=[O:7])[O:8][CH3:14])[cH:9][cH:10]1. Starting materials: ClCC=1C(=CC=CC1)CCl (α,α′-dichloro-o-xylene), CS(=O)[O-].[Na+] (sodium methanesulfinate), Ice water, CCOC(=O)C (EtOAc). Run in CN(C)C=O (DMF). Conditions: temperature 65 celsius, time 4 hour. The product is ClCC1=C(C=CC=C1)CS(=O)(=O)C (1-chloromethyl-2-methanesulfonylmethylbenzene). RXN SMILES: [Cl:1][CH2:2][C:3]1[C:4]([CH2:9]Cl)=[CH:5][CH:6]=[CH:7][CH:8]=1.[CH3:11][S:12]([O-:14])=[O:13].[Na+].CCOC(C)=O>CN(C=O)C>[Cl:1][CH2:2][C:3]1[CH:8]=[CH:7][CH:6]=[CH:5][C:4]=1[CH2:9][S:12]([CH3:11])(=[O:14])=[O:13] |f:1.2|. Procedure details: To a solution of α,α′-dichloro-o-xylene (3.5 g, 18 mmol) in DMF (20 mL) is added sodium methanesulfinate (0.612 g, 6.0 mmol) and the mixture is stirred at 65° C. for 4 h. Ice/water and EtOAc are added, the phases are separated and the organic phase is washed with water and brine, dried over Na2SO4/MgSO4, filtered and concentrated. The resulting residue is chromatographed on silica gel, eluting with a gradient of hexane/EtOAc to afford 1-chloromethyl-2-methanesulfonylmethylbenzene as a white soli... Starting materials: O=C(Cl)c1ccccc1, O=C([O-])O, Cc1ccccc1-c1nnc(C2(N)CCCC2)n1C, CCN(C(C)C)C(C)C, ClC(Cl)Cl, [Na+]. The product is Cc1ccccc1-c1nnc(C2(NC(=O)c3ccccc3)CCCC2)n1C. RXN SMILES: [C:29]([c:30]1[cH:31][cH:32][cH:33][cH:34][cH:35]1)(=[O:36])[Cl:37].[C:42](=[O:43])([OH:44])[O-:45].[CH3:1][n:2]1[c:3]([C:14]2([NH2:19])[CH2:15][CH2:16][CH2:17][CH2:18]2)[n:4][n:5][c:6]1-[c:7]1[c:8]([CH3:13])[cH:9][cH:10][cH:11][cH:12]1.[CH:20]([N:21]([CH:22]([CH3:23])[CH3:24])[CH2:25][CH3:26])([CH3:27])[CH3:28].[CH:38]([Cl:39])([Cl:40])[Cl:41].[Na+:46]>>[CH3:1][n:2]1[c:3]([C:14]2([NH:19][C:29]([c:30]3[cH:31][cH:32][cH:33][cH:34][cH:35]3)=[O:36])[CH2:15][CH2:16][CH2:17][CH2:18]2)[n:4][n:5][c:6]1-[c:7]1[c:8]([CH3:13])[cH:9][cH:10][cH:11][cH:12]1. The reactants are C1(C(CCCC1)=O)CCC#N (3-(2-cyclohexanonyl)propionitrile), ClC1=CC(=CC=C1)C(=O)OO (m-chloroperbenzoic acid), ClC=1C=C(C(=O)O)C=CC1 (m-chlorobenzoic acid). The solvent is CCCCCC (n-hexane), CCCCCC (n-hexane). Run at temperature 55 celsius. The product is C(#N)CCC1CCCCC(O1)=O (7-cyanoethyl-2-oxepanone), ClC=1C=C(C(=O)O)C=CC1 (m-chlorobenzoic acid). As a reaction SMILES: [CH:1]1([CH2:8][CH2:9][C:10]#[N:11])[CH2:6][CH2:5][CH2:4][CH2:3][C:2]1=[O:7].ClC1C=CC=C(C(OO)=[O:20])C=1.[Cl:23][C:24]1[CH:25]=[C:26]([CH:30]=[CH:31][CH:32]=1)[C:27]([OH:29])=[O:28]>CCCCCC>[C:10]([CH2:9][CH2:8][CH:1]1[O:20][C:2](=[O:7])[CH2:3][CH2:4][CH2:5][CH2:6]1)#[N:11].[Cl:23][C:24]1[CH:25]=[C:26]([CH:30]=[CH:31][CH:32]=1)[C:27]([OH:29])=[O:28]. Procedure: A reactor is loaded with 151 g of 3-(2-cyclohexanonyl)propionitrile in 500 ml of n-hexane and 260 g of m-chloroperbenzoic acid (70% titer) dissolved at 50° C. in 2000 ml of n-hexane in 30 minutes. The solution is heated to 55° C. for 15 hours. Cooling of the solution separates, in crystalline form, part of the m-chlorobenzoic acid which is scarcely soluble in the system, together with a heavy liquid phase which is formed by 7-cyanoethyl-2-oxepanone and by m-chlorobenzoic acid. 71.5 g of 7-cyanoe... The reactants are CCN=C=NCCCN(C)C, CCN(C(C)C)C(C)C, Cl, Cl, Cl, FC(F)(F)c1ccccc1NC1CCNCC1, CN(C)C=O, O, On1nnc2ccccc21, O=C(O)CNC(=O)c1ccc(Nc2ccccc2)cc1. Yields the product O=C(NCC(=O)N1CCC(Nc2ccccc2C(F)(F)F)CC1)c1ccc(Nc2ccccc2)cc1. RXN SMILES: [CH3:40][CH2:41][N:42]=[C:43]=[N:44][CH2:45][CH2:46][CH2:47][N:48]([CH3:49])[CH3:50].[CH:21]([N:22]([CH2:23][CH3:24])[CH:25]([CH3:26])[CH3:27])([CH3:28])[CH3:29].[ClH:51].[ClH:52].[ClH:53].[NH:54]1[CH2:55][CH2:56][CH:57]([NH:60][c:61]2[c:62]([C:67]([F:68])([F:69])[F:70])[cH:63][cH:64][cH:65][cH:66]2)[CH2:58][CH2:59]1.[O:71]=[CH:72][N:73]([CH3:74])[CH3:75].[OH2:76].[OH:30][n:31]1[c:32]2[c:33]([cH:34][cH:35][cH:36][cH:37]2)[n:38][n:39]1.[c:1]1([NH:7][c:8]2[cH:9][cH:10][c:11]([C:12](=[O:13])[NH:14][CH2:15][C:16](=[O:17])[OH:18])[cH:19][cH:20]2)[cH:2][cH:3][cH:4][cH:5][cH:6]1>>[c:1]1([NH:7][c:8]2[cH:9][cH:10][c:11]([C:12](=[O:13])[NH:14][CH2:15][C:16](=[O:18])[N:54]3[CH2:55][CH2:56][CH:57]([NH:60][c:61]4[c:62]([C:67]([F:68])([F:69])[F:70])[cH:63][cH:64][cH:65][cH:66]4)[CH2:58][CH2:59]3)[cH:19][cH:20]2)[cH:2][cH:3][cH:4][cH:5][cH:6]1. Reactants: O1CCOC12CCC(CC2)O (1,4-dioxa-spiro[4.5]decan-8-ol), C(C)I (EtI). Yields the product C(C)OC1CCC(CC1)=O (4-Ethoxy-cyclohexanone). As a reaction SMILES: [O:1]1[C:5]2([CH2:10][CH2:9][CH:8]([OH:11])[CH2:7][CH2:6]2)O[CH2:3][CH2:2]1.C(I)C>>[CH2:2]([O:1][CH:5]1[CH2:10][CH2:9][C:8](=[O:11])[CH2:7][CH2:6]1)[CH3:3]. Procedure: The title compound was prepared as white solid from reaction of 1,4-dioxa-spiro[4.5]decan-8-ol and EtI (Aldrich) followed by de-protection using the procedure described in Example 34.